Task: describe an organic reaction: reactants, conditions, products, and yield. Dataset: the Open Reaction Database (ORD), a public repository of structured organic reaction records The reactants are II (iodine), BrC=1C=C2N(C=C3C[C@H]4N(C[C@H](C[C@@H]4C(C1)=C32)NC(N(CC)CC)=O)CCC)[Si](C)(C)C(C)(C)C (3-(13-bromo-1-tert-butyldimethylsilyl-6-n-propyl-8α-ergolinyl)-1,1-diethylurea). The product is IC1=CC=C2NC=C3C[C@H]4N(C[C@H](C=C4C1=C32)NC(N(CC)CC)=O)C (3-(9,10-didehydro-12-iodo-6-methyl-8α-ergolinyl)1,1-diethylurea). RXN SMILES: [I:1]I.Br[C:4]1[CH:5]=[C:6]2[C:19]3[C:9]([CH2:10][C@@H:11]4[C@@H:16]([C:17]=3[CH:18]=1)[CH2:15][C@H:14]([NH:20][C:21](=[O:27])[N:22]([CH2:25][CH3:26])[CH2:23][CH3:24])[CH2:13][N:12]4[CH2:28]CC)=[CH:8][N:7]2[Si](C(C)(C)C)(C)C>>[I:1][C:18]1[C:17]2=[C:19]3[C:6]([NH:7][CH:8]=[C:9]3[CH2:10][C@@H:11]3[C:16]2=[CH:15][C@H:14]([NH:20][C:21](=[O:27])[N:22]([CH2:25][CH3:26])[CH2:23][CH3:24])[CH2:13][N:12]3[CH3:28])=[CH:5][CH:4]=1. Reported procedure: With iodine and 3-(13-bromo-1-tert-butyldimethylsilyl-6-n-propyl-8α-ergolinyl)-1,1-diethylurea: The reactants are CCOC(OCC)OCC, COC1CCC2C3CCC4CC(=O)CCC4(C)C3CCC12C. Yields the product CCOC(OCC)C1CC2(C)C(CCC3C2CCC2(C)C(OC)CCC32)CC1=O. RXN SMILES: [CH2:23]([CH3:24])[O:25][CH:26]([O:27][CH2:28][CH3:29])[O:30][CH2:31][CH3:32].[CH3:1][O:2][CH:3]1[C:4]2([CH3:5])[CH:6]([CH2:7][CH2:8]1)[CH:9]1[CH2:10][CH2:11][CH:12]3[CH2:13][C:14](=[O:22])[CH2:15][CH2:16][C:17]3([CH3:18])[CH:19]1[CH2:20][CH2:21]2>>[CH3:1][O:2][CH:3]1[C:4]2([CH3:5])[CH:6]([CH2:7][CH2:8]1)[CH:9]1[CH2:10][CH2:11][CH:12]3[CH2:13][C:14](=[O:22])[CH:15]([CH:26]([O:25][CH2:23][CH3:24])[O:27][CH2:28][CH3:29])[CH2:16][C:17]3([CH3:18])[CH:19]1[CH2:20][CH2:21]2. Starting materials: ClC/C=C/COC1=C(C=O)C=CC=C1 (2-(4-chloro-trans-2-butenyloxy)-benzaldehyde), C(C)(=O)[O-].[Na+] (sodium acetate). The solvent is C(C)(=O)O (acetic acid). The product is C(C)(=O)OC/C=C/COC1=C(C=O)C=CC=C1 (2-(4-acetoxy-trans-2-butenyloxy)-benzaldehyde). Reaction SMILES: Cl[CH2:2]/[CH:3]=[CH:4]/[CH2:5][O:6][C:7]1[CH:14]=[CH:13][CH:12]=[CH:11][C:8]=1[CH:9]=[O:10].[C:15]([O-:18])(=[O:17])[CH3:16].[Na+]>C(O)(=O)C>[C:15]([O:18][CH2:2]/[CH:3]=[CH:4]/[CH2:5][O:6][C:7]1[CH:14]=[CH:13][CH:12]=[CH:11][C:8]=1[CH:9]=[O:10])(=[O:17])[CH3:16] |f:1.2|. Procedure details: The mixture of 50 g of 2-(4-chloro-trans-2-butenyloxy)-benzaldehyde, 50 g of sodium acetate and 200 ml of acetic acid is refluxed for 2 hours and concentrated. The concentrate is diluted with water, extracted with diethyl ether, the extract washed with water and 5% aqueous sodium bicarbonate, dried and evaporated, to yield the 2-(4-acetoxy-trans-2-butenyloxy)-benzaldehyde. Reactants: CCc1nc(-c2ccccc2)n(CC)c(=O)c1I, CN1CCCC1=O, [Cu]I, O=C([O-])C(F)(F)F, [Na+]. The product is CCc1nc(-c2ccccc2)n(CC)c(=O)c1C(F)(F)F. Reaction SMILES: [CH2:1]([CH3:2])[n:3]1[c:4](-[c:13]2[cH:14][cH:15][cH:16][cH:17][cH:18]2)[n:5][c:6]([CH2:11][CH3:12])[c:7]([I:10])[c:8]1=[O:9].[CH3:29][N:30]1[CH2:31][CH2:32][CH2:33][C:34]1=[O:35].[Cu:27][I:28].[F:19][C:20]([C:21]([O-:22])=[O:23])([F:24])[F:25].[Na+:26]>>[CH2:1]([CH3:2])[n:3]1[c:4](-[c:13]2[cH:14][cH:15][cH:16][cH:17][cH:18]2)[n:5][c:6]([CH2:11][CH3:12])[c:7]([C:20]([F:19])([F:24])[F:25])[c:8]1=[O:9]. Starting materials: CC1=C(CNC=2C=3N(C=C(C2)C(=O)NC[C@H](C)O)C(=C(N3)C)C)C(=CC=C1)C (8-[(2,6-dimethylbenzyl)amino]-N-[(2S)-2-hydroxypropyl]-2,3-dimethylimidazo[1,2-a]pyridine-6-carboxamide), CS(=O)(=O)O (Methanesulfonic acid). Run in C(C)(C)O (isopropanol), C(C)(C)O (isopropanol). Yields the product S(C)(=O)(=O)O.CC1=C(CNC=2C=3N(C=C(C2)C(=O)NC[C@H](C)O)C(=C(N3)C)C)C(=CC=C1)C (8-[(2,6-dimethylbenyl)amino]-N-[(2S)-2-hydroxypropyl]-2,3-dimethylimidazo[1,2-a]pyridine-6-carboxamide mesylate salt). The yield is 82.3%. Reaction SMILES: [CH3:1][C:2]1[CH:27]=[CH:26][CH:25]=[C:24]([CH3:28])[C:3]=1[CH2:4][NH:5][C:6]1[C:7]2[N:8]([C:19]([CH3:23])=[C:20]([CH3:22])[N:21]=2)[CH:9]=[C:10]([C:12]([NH:14][CH2:15][C@@H:16]([OH:18])[CH3:17])=[O:13])[CH:11]=1.[CH3:29][S:30]([OH:33])(=[O:32])=[O:31]>C(O)(C)C>[S:30]([OH:33])(=[O:32])(=[O:31])[CH3:29].[CH3:28][C:24]1[CH:25]=[CH:26][CH:27]=[C:2]([CH3:1])[C:3]=1[CH2:4][NH:5][C:6]1[C:7]2[N:8]([C:19]([CH3:23])=[C:20]([CH3:22])[N:21]=2)[CH:9]=[C:10]([C:12]([NH:14][CH2:15][C@@H:16]([OH:18])[CH3:17])=[O:13])[CH:11]=1 |f:3.4|. Procedure: 8-[(2,6-dimethylbenzyl)amino]-N-[(2S)-2-hydroxypropyl]-2,3-dimethylimidazo[1,2-a]pyridine-6-carboxamide (29.0 g, 0.0762 mol) was dissolved in refluxing isopropanol (280 ml). Methanesulfonic acid (7.4 g, 0.0770 mol), dissolved in isopropanol (20 ml), was added to the solution. When cooled, a crystalline substance precipitated. The mixture was left over night at room temperature. The product was filtered off and washed with isopropanol. 29.9 g of the compound of the invention as mesylate salt was ... Reactants: NC=1C=C(C(=O)NC2=CC=C(C=C2)C)C=CC1OC (3-Amino-4-methoxy-N-(4-methylphenyl)-benzamide), ClC=1C=C(C=C(C1)Cl)N=C=S (3,5-dichlorophenyl isothiocyanate). Solvent: C(Cl)Cl (methylene chloride). Reaction conditions: time 2 day. Product: ClC=1C=C(C=C(C1)Cl)NC(NC=1C=C(C(=O)NC2=CC=C(C=C2)C)C=CC1OC)=S (3-[3-(3,5-Dichlorophenyl)-thioureido]-4-methoxy-N-p-tolyl-benzamide). Yield: 33.0%. RXN SMILES: [NH2:1][C:2]1[CH:3]=[C:4]([CH:15]=[CH:16][C:17]=1[O:18][CH3:19])[C:5]([NH:7][C:8]1[CH:13]=[CH:12][C:11]([CH3:14])=[CH:10][CH:9]=1)=[O:6].[Cl:20][C:21]1[CH:22]=[C:23]([N:28]=[C:29]=[S:30])[CH:24]=[C:25]([Cl:27])[CH:26]=1>C(Cl)Cl>[Cl:20][C:21]1[CH:22]=[C:23]([NH:28][C:29](=[S:30])[NH:1][C:2]2[CH:3]=[C:4]([CH:15]=[CH:16][C:17]=2[O:18][CH3:19])[C:5]([NH:7][C:8]2[CH:9]=[CH:10][C:11]([CH3:14])=[CH:12][CH:13]=2)=[O:6])[CH:24]=[C:25]([Cl:27])[CH:26]=1. Procedure details: A suspension of 3-amino-4-methoxy-N-p-tolyl-benzamide from Example 7 (0.515 g, 2.01 mmol) in methylene chloride (75 mL) was heated to the boiling point, then 3,5-dichlorophenyl isothiocyanate (0.411 g, 2.01 mmol) was added, and the reaction was allowed to stand at room temperature. After 2 days, the mixture was stripped of solvent at 40° C. and the residue triturated in warm methylene chloride. The solid was filtered off, redissolved in methylene chloride/methanol, and filtered to clarity. Evapo... Starting materials: CCO, Cl, Cl, O=C1CCC(c2ccccc2F)c2ccccc21, NO, [Na+], [OH-], O. The product is ON=C1CCC(c2ccccc2F)c2ccccc21. As a reaction SMILES: [CH3:25][CH2:26][OH:27].[ClH:19].[ClH:24].[F:1][c:2]1[c:3]([CH:8]2[CH2:9][CH2:10][C:11](=[O:18])[c:12]3[cH:13][cH:14][cH:15][cH:16][c:17]32)[cH:4][cH:5][cH:6][cH:7]1.[NH2:20][OH:21].[Na+:23].[OH-:22].[OH2:28]>>[F:1][c:2]1[c:3]([CH:8]2[CH2:9][CH2:10][C:11](=[N:20][OH:21])[c:12]3[cH:13][cH:14][cH:15][cH:16][c:17]32)[cH:4][cH:5][cH:6][cH:7]1. The reactants are C(C)C(=O)C (methyl ethyl ketone), oxide, ketones, dialkyl ketones, fatty acids, C(C)(=O)O (acetic acid), C(CCC)(=O)O (butyric acid). Reagents/catalysts: [O-2].[O-2].[Mn+4] (manganese dioxide). The product is C(CCC)C(=O)CCC (propyl butyl ketone), C(CC)C(=O)CC (ethyl propyl ketone). Isolated yield 60.0%. As a reaction SMILES: [C:1](O)(=O)[CH3:2].[C:5]([OH:10])(=O)[CH2:6][CH2:7][CH3:8].[CH2:11]([C:13]([CH3:15])=O)[CH3:12]>[O-2].[O-2].[Mn+4]>[CH2:12]([C:5]([CH2:6][CH2:7][CH3:8])=[O:10])[CH2:11][CH2:13][CH3:15].[CH2:6]([C:5]([CH2:1][CH3:2])=[O:10])[CH2:7][CH3:8] |f:3.4.5|. Procedure: Kirk-Othmer i.b.i.d. discloses that unsymmetrical dialkyl ketones are prepared by passing vapors of two different fatty acids over an alkaline earth oxide at elevated temperatures. It is stated that the product necessarily contains the three possible ketones and in the example given a mixture of acetic acid and butyric acid are reacted in the vapor phase at 300° C. on a manganese dioxide catalyst to produce 16% methyl ethyl ketone, 24% propyl butyl ketone and 60% ethyl propyl ketone. The reactants are ClC1=CC=C(C=C1)S(=O)(=O)C1(C(OCC1)=O)C (3-(4-chloro-benzenesulfonyl)-3-methyl-dihydrofuran-2-one), C(C)(C)(C)C1=CC(=NO1)N (5-tert-butyl-isoxazol-3-ylamine), C[Al](C)C (trimethylaluminum), solution. Solvent: C(Cl)Cl (methylene chloride), C1(=CC=CC=C1)C (toluene). Reaction conditions: time 15 minute. The product is C(C)(C)(C)C1=CC(=NO1)NC(C(CCO)(C)S(=O)(=O)C1=CC=C(C=C1)Cl)=O (N-(5-tert-Butyl-isoxazol-3-yl)-2-(4-chloro-benzenesulfonyl)-4-hydroxy-2-methyl-butyramide). Yield: 4.5%. RXN SMILES: [C:1]([C:5]1[O:9][N:8]=[C:7]([NH2:10])[CH:6]=1)([CH3:4])([CH3:3])[CH3:2].C[Al](C)C.[Cl:15][C:16]1[CH:21]=[CH:20][C:19]([S:22]([C:25]2([CH3:31])[CH2:29][CH2:28][O:27][C:26]2=[O:30])(=[O:24])=[O:23])=[CH:18][CH:17]=1>C(Cl)Cl.C1(C)C=CC=CC=1>[C:1]([C:5]1[O:9][N:8]=[C:7]([NH:10][C:26](=[O:30])[C:25]([S:22]([C:19]2[CH:18]=[CH:17][C:16]([Cl:15])=[CH:21][CH:20]=2)(=[O:24])=[O:23])([CH3:31])[CH2:29][CH2:28][OH:27])[CH:6]=1)([CH3:4])([CH3:3])[CH3:2]. Procedure: To a solution of 5-tert-butyl-isoxazol-3-ylamine (0.280 g; 2.00 mmol) in methylene chloride (5 mL) was added dropwise trimethylaluminum (1.0 mL of a 2.0 M solution in toluene; 2.00 mmol). The mixture was stirred 15 minutes and 3-(4-chloro-benzenesulfonyl)-3-methyl-dihydrofuran-2-one (0.440 g; 1.60 mmol) added. The mixture was stirred 18 hours and carefully quenched with 10% aqueous citric acid, aqueous sodium tartrate and chloroform. The organic layer was dried (MgSO4). Removal of the volatiles ... The reactants are OCc1cc(Br)c(-c2ccncc2)o1, CC1(C)OB(c2ccc3c(c2)CCC3=O)OC1(C)C, CC(=O)[O-], CN(C)C=O, CCO, [K+], CC(=O)[O-], CC(=O)[O-], O, [Pd+2], c1ccc(P(c2ccccc2)c2ccccc2)cc1. Yields the product O=C1CCc2cc(-c3cc(CO)oc3-c3ccncc3)ccc21. As a reaction SMILES: [Br:1][c:2]1[cH:3][c:4]([CH2:13][OH:14])[o:5][c:6]1-[c:7]1[cH:8][cH:9][n:10][cH:11][cH:12]1.[CH3:15][C:16]1([CH3:17])[C:18]([CH3:19])([CH3:20])[O:21][B:22]([c:23]2[cH:24][c:25]3[c:29]([cH:30][cH:31]2)[C:28](=[O:32])[CH2:27][CH2:26]3)[O:33]1.[CH3:35][C:36](=[O:37])[O-:38].[CH3:67][N:68]([CH3:69])[CH:70]=[O:71].[CH3:73][CH2:74][OH:75].[K+:34].[O-:59][C:60]([CH3:61])=[O:62].[O-:63][C:64]([CH3:65])=[O:66].[OH2:72].[Pd+2:58].[c:39]1([P:40]([c:41]2[cH:42][cH:43][cH:44][cH:45][cH:46]2)[c:47]2[cH:48][cH:49][cH:50][cH:51][cH:52]2)[cH:53][cH:54][cH:55][cH:56][cH:57]1>>[c:2]1(-[c:23]2[cH:24][c:25]3[c:29]([cH:30][cH:31]2)[C:28](=[O:32])[CH2:27][CH2:26]3)[cH:3][c:4]([CH2:13][OH:14])[o:5][c:6]1-[c:7]1[cH:8][cH:9][n:10][cH:11][cH:12]1.